From a dataset of the Open Reaction Database (ORD), a public repository of structured organic reaction records. describe an organic reaction: reactants, conditions, products, and yield Reactants: C1(=C(C=CC=C1)C=1N=NNC1)C (tolyltriazole), C(CCCCCCC\C=C/CCCCCCCC)N (oleyl amine), C(CCCCCCC\C=C/CCCCCCCC)(=O)O (oleic acid), C(=O)C=O (Glyoxal). Solvent: C1(=CC=CC=C1)C (toluene), C(C)O (ethanol). Product: C1(=C(C=CC=C1)NCCCCCCCC\C=C/CCCCCCCCC=1N=NNC1)C.C(CCCCCCC\C=C/CCCCCCCC)(=O)O (Tolyltriazole-Oleyl amine Oleic Acid). Isolated yield 343.6%. RXN SMILES: [C:1]1([CH3:12])[CH:6]=[CH:5][CH:4]=[CH:3][C:2]=1[C:7]1[N:8]=[N:9][NH:10][CH:11]=1.[CH2:13]([NH2:31])[CH2:14][CH2:15][CH2:16][CH2:17][CH2:18][CH2:19][CH2:20]/[CH:21]=[CH:22]\[CH2:23]CCCCCCC.C(C=O)=O.[C:36]([OH:55])(=[O:54])[CH2:37][CH2:38][CH2:39][CH2:40][CH2:41][CH2:42][CH2:43]/[CH:44]=[CH:45]\[CH2:46][CH2:47][CH2:48][CH2:49][CH2:50][CH2:51][CH2:52][CH3:53]>C1(C)C=CC=CC=1.C(O)C>[C:48]1([CH3:47])[CH:49]=[CH:50][CH:51]=[CH:52][C:53]=1[NH:31][CH2:13][CH2:14][CH2:15][CH2:16][CH2:17][CH2:18][CH2:19][CH2:20]/[CH:21]=[CH:22]\[CH2:23][CH2:12][CH2:1][CH2:6][CH2:5][CH2:4][CH2:3][CH2:2][C:7]1[N:8]=[N:9][NH:10][CH:11]=1.[C:36]([OH:55])(=[O:54])[CH2:37][CH2:38][CH2:39][CH2:40][CH2:41][CH2:42][CH2:43]/[CH:44]=[CH:45]\[CH2:46][CH2:47][CH2:48][CH2:49][CH2:50][CH2:51][CH2:52][CH3:53] |f:6.7|. Reported procedure: Approximately 53 grams (0.4 mole) tolyltriazole, 111 grams (0.4 mole) oleyl amine, 100 ml ethanol, and 100 ml toluene were charged to a 1 liter flask equipped with an agitator, Dean-Stark apparatus, and dropping funnel. This mixture was stirred to a homogeneous mixture. Glyoxal (29 grams, 0.2 mole, 40% in water) was added dropwise and then stirred at room temperature for 12 hours. Water was then azeotropically removed by heating to reflux temperatures of approximately 100°-120° C. While maintain... Reactants: C=CC#N, Cl, CC1CNC(CO)C1. Yields the product CC1CC(CO)N(CCC#N)C1. RXN SMILES: [CH2:10]=[CH:11][C:12]#[N:13].[ClH:1].[OH:2][CH2:3][CH:4]1[NH:5][CH2:6][CH:7]([CH3:9])[CH2:8]1>>[OH:2][CH2:3][CH:4]1[N:5]([CH2:10][CH2:11][C:12]#[N:13])[CH2:6][CH:7]([CH3:9])[CH2:8]1. As a reaction SMILES: [NH:1]1[C:6]2=[N:7][C:8]([CH:11]=O)=[CH:9][CH:10]=[C:5]2[CH2:4][CH2:3][CH2:2]1.S([O-])([O-])(=O)=O.[Na+].[Na+].[CH:20]([NH2:23])([CH3:22])[CH3:21].C(O)(=O)C>ClCCl>[CH3:21][CH:20]([NH:23][CH2:11][C:8]1[N:7]=[C:6]2[NH:1][CH2:2][CH2:3][CH2:4][C:5]2=[CH:10][CH:9]=1)[CH3:22] |f:1.2.3|. The product is CC(C)NCC1=CC=C2C(=N1)NCCC2 ((methylethyl)(1,2,3,4-tetrahydropyridino[2,3-b]pyridin-7-ylmethyl)amine). Run at temperature 0 celsius, time 18 hour. Reported procedure: To a solution of 1,2,3,4-tetrahydropyridino[2,3-b]pyridine-7-carbaldehyde in dry dichloromethane (32 mL) were added 4° A seives, sodium sulfate and isopropyl amine. The mixture was cooled to 0° C. followed by the addition of acetic acid (300 μL). The resulting mixture was stirred at room temperature under nitrogen for 18 hrs. The mixture was filtered through celite, diluted with ethyl acetate, washed with saturated sodium bicarbonate and brine, dried over sodium sulfate, evaporated concentrated ... Starting materials: N1CCCC=2C1=NC(=CC2)C=O (1,2,3,4-tetrahydropyridino[2,3-b]pyridine-7-carbaldehyde), S(=O)(=O)([O-])[O-].[Na+].[Na+] (sodium sulfate), C(C)(C)N (isopropyl amine), C(C)(=O)O (acetic acid). Solvent: ClCCl (dichloromethane). The reactants are BrCc1ccc(Br)cc1, C1CCOC1, CC(=O)CC(C)=O, CCOC(C)=O, CCCCCC, [Cl-], [H-], [NH4+], [Na+]. Yields the product CC(=O)C(Cc1ccc(Br)cc1)C(C)=O. RXN SMILES: [Br:10][c:11]1[cH:12][cH:13][c:14]([CH2:15][Br:16])[cH:17][cH:18]1.[CH2:21]1[O:22][CH2:23][CH2:24][CH2:25]1.[CH3:1][C:2](=[O:3])[CH2:4][C:5]([CH3:6])=[O:7].[CH3:26][CH2:27][O:28][C:29]([CH3:30])=[O:31].[CH3:32][CH2:33][CH2:34][CH2:35][CH2:36][CH3:37].[Cl-:19].[H-:9].[NH4+:20].[Na+:8]>>[CH3:1][C:2](=[O:3])[CH:4]([C:5]([CH3:6])=[O:7])[CH2:15][c:14]1[cH:13][cH:12][c:11]([Br:10])[cH:18][cH:17]1. Starting materials: COC(=O)NC=1N=C2N(C=C(C=C2)SC2=CC=C(C=C2)[N+](=O)[O-])C1 (2-(methoxycarbonylamino) 6-(p-nitrophenylthio) imidazo [1,2-a] pyridine), [H][H] (hydrogen), [H][H] (hydrogen). Reagents/catalysts: [Pd] (palladium on carbon). Run in C(C)(=O)O (acetic acid). Yields the product COC(=O)NC=1N=C2N(C=C(C=C2)SC2=CC=C(C=C2)N)C1 (2-(Methoxycarbonylamino) 6-(p-aminophenylthio) imidazo [1,2-a] pyridine). RXN SMILES: [CH3:1][O:2][C:3]([NH:5][C:6]1[N:7]=[C:8]2[CH:13]=[CH:12][C:11]([S:14][C:15]3[CH:20]=[CH:19][C:18]([N+:21]([O-])=O)=[CH:17][CH:16]=3)=[CH:10][N:9]2[CH:24]=1)=[O:4].[H][H]>[Pd].C(O)(=O)C>[CH3:1][O:2][C:3]([NH:5][C:6]1[N:7]=[C:8]2[CH:13]=[CH:12][C:11]([S:14][C:15]3[CH:20]=[CH:19][C:18]([NH2:21])=[CH:17][CH:16]=3)=[CH:10][N:9]2[CH:24]=1)=[O:4]. Reported procedure: A suspension of 0.130 gms. of 2-(methoxycarbonylamino) 6-(p-nitrophenylthio) imidazo [1,2-a] pyridine in 30 ml. of glacial acetic acid is reduced at 40 psi. of hydrogen with 0.130 gm. of 5% palladium on carbon. When the uptake of hydrogen is complete, the catalyst is removed by filtration and the filtrate is evaporated to dryness in vacuo. The residue is stirred with saturated qqueous sodium bicarbonate and the resultant solids are collected by filtration, washed with water and dried in vacuo. T... The solvent is C(C)(=O)O (acetic acid), C(C)(=O)O (acetic acid). Reported procedure: 15.1 g of the catalyst prepared in EXAMPLE 1 was packed in a stainless steel reactor (2.5 cm×12 cm) provided with a thermocouple imbedded in the catalyst bed. The catalyst was heated at 290° C. A gaseous mixture consisting of, by volume, 72.4% propylene, 25.1% glacial acetic acid and 2.5% oxygen was passed through the heated catalyst at a pressure of 110 psig and a contact time of three seconds. The reactor effluent was passed through three traps connected in series; one cooled with ice water an... Product: C(C)(=O)OCC(C)OC(C)=O (1,2-diacetoxypropane), C1(CCC(C)O1)=O (γ-valerolactone), C(C)(=O)OC(C)C (isopropyl acetate). The reactants are carbon oxides, O=O (oxygen), ice water, C=CC (propylene), C(C)(=O)OCC=C (allyl acetate), O=O (oxygen), esters, C=CC (propylene), C(=O)=O (dry-ice). Run at temperature 290 celsius. Reagents/catalysts: catalyst. Reaction SMILES: [CH2:1]=[CH:2][CH3:3].O=O.[C:6](=[O:8])=[O:7].[C:9]([O:12][CH2:13][CH:14]=[CH2:15])(=[O:11])[CH3:10]>C(O)(=O)C>[C:9]([O:12][CH2:13][CH:14]([O:7][C:6](=[O:8])[CH3:1])[CH3:15])(=[O:11])[CH3:10].[C:9]1(=[O:11])[O:12][CH:13]([CH3:1])[CH2:14][CH2:15]1.[C:9]([O:12][CH:2]([CH3:3])[CH3:1])(=[O:11])[CH3:10].